From a dataset of the Open Reaction Database (ORD), a public repository of structured organic reaction records. describe an organic reaction: reactants, conditions, products, and yield Starting materials: saturated solution, Cl (hydrogen chloride), CC(=O)C (acetone), OC1=C(C=CC(=C1)C)NC(CCNC(=O)OC(C)(C)C)=O (N-(2-hydroxy-4-methylphenyl)-3-(tert-butoxycarbonyl)aminopropionamide). The solvent is CCOCC (ether). Run at time 30 minute. The product is Cl.OC1=C(C=CC(=C1)C)NC(CCN)=O (N-(2-hydroxy-4-methylphenyl)-3-aminopropionamide hydrochloride). The yield is 59.0%. As a reaction SMILES: [ClH:1].CC(C)=O.[OH:6][C:7]1[CH:12]=[C:11]([CH3:13])[CH:10]=[CH:9][C:8]=1[NH:14][C:15](=[O:26])[CH2:16][CH2:17][NH:18]C(OC(C)(C)C)=O>CCOCC>[ClH:1].[OH:6][C:7]1[CH:12]=[C:11]([CH3:13])[CH:10]=[CH:9][C:8]=1[NH:14][C:15](=[O:26])[CH2:16][CH2:17][NH2:18] |f:4.5|. Reported procedure: To 15 ml of a saturated solution of hydrogen chloride in ether, there were added 10 ml of acetone and 1.30 g (4.4 mmol) of N-(2-hydroxy-4-methylphenyl)-3-(tert-butoxycarbonyl)aminopropionamide and stirred at room temperature for 30 minutes. After the completion of the reaction, the crystals thus precipitated were filtered, washed with ether and dried. Thus 0.76 g (2.6 mmol) of N-(2-hydroxy-4-methylphenyl)-3-aminopropionamide hydrochloride was obtained. The yield was 59%. Reactants: hydrochloride salt, CC1(C2CNCC12)C=1C=C(C=CC1)NS(=O)(=O)C (N-[3-(6-methyl-3-azabicyclo[3.1.0]hex-6-yl)phenyl]methanesulfonamide), C(O)([O-])=O.[Na+] (sodium hydrogen carbonate), S1C(=CC=C1)/C=C/C(=O)O ((E)-3-(2-thienyl)-2-propenoic acid), O.ON1N=NC2=C1C=CC=C2 (1-hydroxybenzotriazole monohydrate), Cl.CN(CCCN=C=NCC)C (1-(3-dimethylaminopropyl)-3-ethylcarbodiimide hydrochloride). Solvent: CN(C=O)C (N,N-dimethylformamide). Run at time 10 minute. The product is CC1(C2CN(CC12)C(\C=C\C=1SC=CC1)=O)C=1C=C(C=CC1)NS(=O)(=O)C (N-(3-{6-Methyl-3-[(E)-3-(2-thienyl)-2-propenoyl]-3-azabicyclo[3.1.0]hex-6-yl}phenyl)methanesulfonamide). Yield: 77.5%. RXN SMILES: [S:1]1[CH:5]=[CH:4][CH:3]=[C:2]1/[CH:6]=[CH:7]/[C:8]([OH:10])=O.O.ON1C2C=CC=CC=2N=N1.Cl.CN(C)CCCN=C=NCC.[CH3:34][C:35]1([C:41]2[CH:42]=[C:43]([NH:47][S:48]([CH3:51])(=[O:50])=[O:49])[CH:44]=[CH:45][CH:46]=2)[CH:40]2[CH:36]1[CH2:37][NH:38][CH2:39]2.C(=O)([O-])O.[Na+]>CN(C)C=O>[CH3:34][C:35]1([C:41]2[CH:42]=[C:43]([NH:47][S:48]([CH3:51])(=[O:50])=[O:49])[CH:44]=[CH:45][CH:46]=2)[CH:40]2[CH:36]1[CH2:37][N:38]([C:8](=[O:10])/[CH:7]=[CH:6]/[C:2]1[S:1][CH:5]=[CH:4][CH:3]=1)[CH2:39]2 |f:1.2,3.4,6.7|. Reported procedure: To a solution of (E)-3-(2-thienyl)-2-propenoic acid (200 mg, 1.08 mmol) in N,N-dimethylformamide (20 ml) was added 1-hydroxybenzotriazole monohydrate (225 mg, 1.47 mmol) and 1-(3-dimethylaminopropyl)-3-ethylcarbodiimide hydrochloride (328 mg, 1.71 mmol). After stirring at room temperature for 10 min, the mixture was treated with the hydrochloride salt of N-[3-(6-methyl-3-azabicyclo[3.1.0]hex-6-yl)phenyl]methanesulfonamide (Preparation 53, 449 mg, 1.48 mmol) and sodium hydrogen carbonate (225 mg,... The reactants are CCCC[SnH](CCCC)CCCC, CC(=O)OCCN1C(=O)C(=Cc2cc(C(C)(C)C)c(O)c(C(C)(C)C)c2)SC1=S, Cc1ccccc1, CC(C)(C#N)N=NC(C)(C)C#N. The product is CC(=O)OCCN1CSC(=Cc2cc(C(C)(C)C)c(O)c(C(C)(C)C)c2)C1=O. As a reaction SMILES: [CH2:30]([SnH:31]([CH2:32][CH2:33][CH2:34][CH3:35])[CH2:36][CH2:37][CH2:38][CH3:39])[CH2:40][CH2:41][CH3:42].[CH3:1][C:2]([CH3:3])([CH3:4])[c:5]1[cH:6][c:7]([CH:16]=[C:17]2[C:18](=[O:29])[N:19]([CH2:23][CH2:24][O:25][C:26]([CH3:27])=[O:28])[C:20](=[S:22])[S:21]2)[cH:8][c:9]([C:12]([CH3:13])([CH3:14])[CH3:15])[c:10]1[OH:11].[CH3:55][c:56]1[cH:57][cH:58][cH:59][cH:60][cH:61]1.[N:43]#[C:44][C:45]([N:46]=[N:47][C:48]([C:49]#[N:50])([CH3:51])[CH3:52])([CH3:53])[CH3:54]>>[CH3:1][C:2]([CH3:3])([CH3:4])[c:5]1[cH:6][c:7]([CH:16]=[C:17]2[C:18](=[O:29])[N:19]([CH2:23][CH2:24][O:25][C:26]([CH3:27])=[O:28])[CH2:20][S:21]2)[cH:8][c:9]([C:12]([CH3:13])([CH3:14])[CH3:15])[c:10]1[OH:11]. Reactants: CC1(C)Oc2cc(CO)cc(OCc3ccccc3)c2O1, C1CCC2=NCCCN2CC1, C1CCOC1, [N-]=[N+]=NP(=O)(c1ccccc1)c1ccccc1. Product: CC1(C)Oc2cc(CN=[N+]=[N-])cc(OCc3ccccc3)c2O1. Reaction SMILES: [CH2:1]([c:2]1[cH:3][cH:4][cH:5][cH:6][cH:7]1)[O:8][c:9]1[cH:10][c:11]([CH2:20][OH:21])[cH:12][c:13]2[c:14]1[O:15][C:16]([CH3:18])([CH3:19])[O:17]2.[N:39]12[CH2:40][CH2:41][CH2:42][N:43]=[C:44]1[CH2:45][CH2:46][CH2:47][CH2:48][CH2:49]2.[O:50]1[CH2:51][CH2:52][CH2:53][CH2:54]1.[c:22]1([P:23]([c:24]2[cH:25][cH:26][cH:27][cH:28][cH:29]2)(=[O:30])[N:36]=[N+:37]=[N-:38])[cH:31][cH:32][cH:33][cH:34][cH:35]1>>[CH2:1]([c:2]1[cH:3][cH:4][cH:5][cH:6][cH:7]1)[O:8][c:9]1[cH:10][c:11]([CH2:20][N:36]=[N+:37]=[N-:38])[cH:12][c:13]2[c:14]1[O:15][C:16]([CH3:18])([CH3:19])[O:17]2. Starting materials: NC1=NC(=NC2=C(C(=C(C=C12)OC)OC)OC)Cl (4-amino-2-chloro-6,7,8-trimethoxyquinazoline), COC1=CC=C2CCNCC2=C1 (7-methoxy-1,2,3,4-tetrahydroisoquinoline). The product is NC1=NC(=NC2=C(C(=C(C=C12)OC)OC)OC)N1CC2=CC(=CC=C2CC1)OC (4-Amino-2-(7-methoxy-1,2,3,4-tetrahydroisoquinolin-2-yl)-6,7,8-trimethoxyquinazoline), hydrochloride salt. Reaction SMILES: [NH2:1][C:2]1[C:11]2[C:6](=[C:7]([O:16][CH3:17])[C:8]([O:14][CH3:15])=[C:9]([O:12][CH3:13])[CH:10]=2)[N:5]=[C:4](Cl)[N:3]=1.[CH3:19][O:20][C:21]1[CH:30]=[C:29]2[C:24]([CH2:25][CH2:26][NH:27][CH2:28]2)=[CH:23][CH:22]=1>>[NH2:1][C:2]1[C:11]2[C:6](=[C:7]([O:16][CH3:17])[C:8]([O:14][CH3:15])=[C:9]([O:12][CH3:13])[CH:10]=2)[N:5]=[C:4]([N:27]2[CH2:26][CH2:25][C:24]3[C:29](=[CH:30][C:21]([O:20][CH3:19])=[CH:22][CH:23]=3)[CH2:28]2)[N:3]=1. Procedure: The procedure described in Example 1 was followed to prepare the above compound, starting from 4-amino-2-chloro-6,7,8-trimethoxyquinazoline and using 7-methoxy-1,2,3,4-tetrahydroisoquinoline as the reagent of choice on the same molar basis as before. In this particular case, the final product was isolated as the hydrochloride salt m.p. 236° C. Starting materials: BrC1=CC=C(S1)CCl (5-bromo-2-chloromethylthiophene), ice water, C(C)(CC)OC1=CC=C(C=C1)O (4-(sec-butyloxy)-phenol), C([O-])([O-])=O.[K+].[K+] (potassium carbonate). Solvent: CN(C=O)C (dimethylformamide), CN(C=O)C (dimethylformamide). Reaction conditions: temperature 20 celsius, time 8 hour. Yields the product C(C)(CC)OC1=CC=C(OCC=2SC(=CC2)Br)C=C1 (2-[4-(sec-butyloxy)-phenoxymethyl]-5-bromothiophene). Yield: 46.2%. Reaction SMILES: [CH:1]([O:5][C:6]1[CH:11]=[CH:10][C:9]([OH:12])=[CH:8][CH:7]=1)([CH2:3][CH3:4])[CH3:2].C(=O)([O-])[O-].[K+].[K+].[Br:19][C:20]1[S:24][C:23]([CH2:25]Cl)=[CH:22][CH:21]=1>CN(C)C=O>[CH:1]([O:5][C:6]1[CH:7]=[CH:8][C:9]([O:12][CH2:25][C:23]2[S:24][C:20]([Br:19])=[CH:21][CH:22]=2)=[CH:10][CH:11]=1)([CH2:3][CH3:4])[CH3:2] |f:1.2.3|. Procedure details: 6.64 g of 4-(sec-butyloxy)-phenol and 5.52 g of potassium carbonate are heated in 50 ml of anhydrous dimethylformamide for one hour at 70° C. Subsequently, 8.46 g of 5-bromo-2-chloromethylthiophene in 20 ml anhydrous dimethylformamide is dripped in. The mixture is stirred for 6 hours at 80° C. and overnight at room temperature (about 20° C.). It is then poured into 100 ml of ice water and extracted three times with ethyl acetate, and the organic phases are dried over magnesium sulfate. The solve...